Dataset: the Open Reaction Database (ORD), a public repository of structured organic reaction records. Task: describe an organic reaction: reactants, conditions, products, and yield Reactants: C1CCOC1, Cc1ccccc1, Cc1cc(Cl)nc(I)c1N, [Na+], [Na+], O=C([O-])[O-], O, OB(O)c1ccco1. Product: Cc1cc(Cl)nc(-c2ccco2)c1N. Reaction SMILES: [CH2:33]1[O:34][CH2:35][CH2:36][CH2:37]1.[CH3:25][c:26]1[cH:27][cH:28][cH:29][cH:30][cH:31]1.[NH2:1][c:2]1[c:3]([I:10])[n:4][c:5]([Cl:9])[cH:6][c:7]1[CH3:8].[Na+:19].[Na+:20].[O-:21][C:22](=[O:23])[O-:24].[OH2:32].[o:11]1[c:12]([B:16]([OH:17])[OH:18])[cH:13][cH:14][cH:15]1>>[NH2:1][c:2]1[c:3](-[c:12]2[o:11][cH:15][cH:14][cH:13]2)[n:4][c:5]([Cl:9])[cH:6][c:7]1[CH3:8]. Reactants: CC(CC(C(=O)O)=O)C (4-Methyl-2-oxopentanoic acid), N[C@@H](C)C(=O)N1[C@H](C(=O)O)CCC1 (L-alanyl-L-proline), C(#N)[BH3-].[Na+] (sodium cyanoborohydride). Yields the product C(=O)(O)C(CC(C)C)N[C@@H](C)C(=O)N1[C@H](C(=O)O)CCC1 (N-(1-carboxy-3-methylbutyl)-L-alanyl-L-proline). As a reaction SMILES: [CH3:1][CH:2]([CH3:9])[CH2:3][C:4](=O)[C:5]([OH:7])=[O:6].[NH2:10][C@H:11]([C:13]([N:15]1[CH2:22][CH2:21][CH2:20][C@H:16]1[C:17]([OH:19])=[O:18])=[O:14])[CH3:12].C([BH3-])#N.[Na+]>>[C:5]([CH:4]([NH:10][C@H:11]([C:13]([N:15]1[CH2:22][CH2:21][CH2:20][C@H:16]1[C:17]([OH:19])=[O:18])=[O:14])[CH3:12])[CH2:3][CH:2]([CH3:9])[CH3:1])([OH:7])=[O:6] |f:2.3|. Procedure details: 4-Methyl-2-oxopentanoic acid (1.29 g) and L-alanyl-L-proline (0.32 g) were treated with sodium cyanoborohydride (0.32 g) as described above. A fluffy white solid, N-(1-carboxy-3-methylbutyl)-L-alanyl-L-proline, was obtained (0.40 g). A portion was purified by chromatography. The mass spectrum showed a peak at 429 (molecular ion of disilyl derivative minus methyl, 444-15). The nmr spectrum showed resonances centered at 4.4, 3.6, 2.1, 1.6, and 0.95 ppm. Reactants: COC=1C=C(C=CC1OC)C(=CC(=O)OC)C1=CC(=C(C=C1)OC)OC (methyl 3,3-bis-(3,4-dimethoxyphenyl)acrylate), C(C)OP(OCC)(=O)CC#N (diethylcyanomethylphosphonate), C[Si]([N-][Si](C)(C)C)(C)C.[Li+] (lithium hexamethyldisilazide), COC=1C=C(C(=O)C2=CC=C(C=C2)C)C=CC1OC (3,4-dimethoxy-4'-methylbenzophenone). Yields the product COC=1C=C(C=CC1OC)C(=CC#N)C1=CC=C(C=C1)C (3-(3,4-Dimethoxyphenyl)-3-(4-methylphenyl)acrylonitrile), mixture. The yield is 73.0%. RXN SMILES: COC1C=C(C(C2C=CC(OC)=C(OC)C=2)=CC(OC)=O)C=CC=1OC.[CH3:27][O:28][C:29]1[CH:30]=[C:31]([CH:41]=[CH:42][C:43]=1[O:44][CH3:45])[C:32]([C:34]1[CH:39]=[CH:38][C:37]([CH3:40])=[CH:36][CH:35]=1)=O.C(OP([CH2:54][C:55]#[N:56])(=O)OCC)C.C[Si](C)(C)[N-][Si](C)(C)C.[Li+]>>[CH3:27][O:28][C:29]1[CH:30]=[C:31]([C:32]([C:34]2[CH:39]=[CH:38][C:37]([CH3:40])=[CH:36][CH:35]=2)=[CH:54][C:55]#[N:56])[CH:41]=[CH:42][C:43]=1[O:44][CH3:45] |f:3.4|. Reported procedure: 3-(3,4-Dimethoxyphenyl)-3-(4-methylphenyl)acrylonitrile was prepared analogously to methyl 3,3-bis-(3,4-dimethoxyphenyl)acrylate using 3,4-dimethoxy-4'-methylbenzophenone (2.3 g, 9 mmol), diethylcyanomethylphosphonate (1.8 mL, 9.9 mmol) and lithium hexamethyldisilazide (10 mL, 9.9 mmol, 1M) with a reaction time of 22 hours at room temperature. The crude product was purified by chromatography (silica gel, 1% ethyl acetate/methylene chloride) to afford 1.83 g (73%) of a mixture of the E and Z isom... Starting materials: C1(=CC=CC=C1)C (Toluene), intermediate 195, N(=[N+]=[N-])C[C@@H]1N(C(CC1)=O)C1=C(CNC(=O)C=2N=C3C(OCCN3C(C2OCC2=CC=CC=C2)=O)(C)C)C=CC(=C1)F ((R)-N-(2-(2-(azidomethyl)-5-oxopyrrolidin-1-yl)-4-fluorobenzyl)-3-(benzyloxy)-9,9-dimethyl-4-oxo-4,6,7,9-tetrahydropyrimido[2,1-c][1,4]oxazine-2-carboxamide), C(F)(F)(F)C(=O)O (CF3CO2H). Conditions: temperature 23 celsius, time 3 hour. The solvent is C(Cl)Cl (CH2Cl2). Product: N(=[N+]=[N-])C[C@@H]1N(C(CC1)=O)C1=C(CNC(=O)C=2N=C3C(OCCN3C(C2O)=O)(C)C)C=CC(=C1)F ((R)-N-(2-(2-(Azidomethyl)-5-oxopyrrolidin-1-yl)-4-fluorobenzyl)-3-hydroxy-9,9-dimethyl-4-oxo-4,6,7,9-tetrahydropyrimido[2,1-c][1,4]oxazine-2-carboxamide). RXN SMILES: [N:1]([CH2:4][C@H:5]1[CH2:9][CH2:8][C:7](=[O:10])[N:6]1[C:11]1[CH:41]=[C:40]([F:42])[CH:39]=[CH:38][C:12]=1[CH2:13][NH:14][C:15]([C:17]1[N:18]=[C:19]2[N:24]([C:25](=[O:35])[C:26]=1[O:27]CC1C=CC=CC=1)[CH2:23][CH2:22][O:21][C:20]2([CH3:37])[CH3:36])=[O:16])=[N+:2]=[N-:3].C(C(O)=O)(F)(F)F.C1(C)C=CC=CC=1>C(Cl)Cl>[N:1]([CH2:4][C@H:5]1[CH2:9][CH2:8][C:7](=[O:10])[N:6]1[C:11]1[CH:41]=[C:40]([F:42])[CH:39]=[CH:38][C:12]=1[CH2:13][NH:14][C:15]([C:17]1[N:18]=[C:19]2[N:24]([C:25](=[O:35])[C:26]=1[OH:27])[CH2:23][CH2:22][O:21][C:20]2([CH3:37])[CH3:36])=[O:16])=[N+:2]=[N-:3]. Procedure details: To a solution of intermediate 195, (R)-N-(2-(2-(azidomethyl)-5-oxopyrrolidin-1-yl)-4-fluorobenzyl)-3-(benzyloxy)-9,9-dimethyl-4-oxo-4,6,7,9-tetrahydropyrimido[2,1-c][1,4]oxazine-2-carboxamide, (0 030 g, 0.052 mmol) in CH2Cl2 (1 mL) was added CF3CO2H (1 mL) at 23° C. The reaction mixture was stirred at 23° C. for 3 h. Toluene (20 mL) was then added and the solvents evaporated in vacuo. The residue was purified by preparative HPLC (YMC-Pack C-18) to afford the title compound (0.008 g, 31%): 1H NMR... Isolated yield 31.0%.